describe an organic reaction: reactants, conditions, products, and yield From a dataset of the Open Reaction Database (ORD), a public repository of structured organic reaction records. Starting materials: C1(=CC=CC=C1)C1=CC=C(C=C1)CC(=O)OCC (ethyl (4′-biphenyl)acetate), [Na] (sodium). Run in C(C)OC(OCC)=O (diethylcarbonate). Run at temperature 120 celsius. Product: C1(=CC=CC=C1)C1=CC=C(C=C1)C(C(=O)OCC)C(=O)OCC (Diethyl (4′-Biphenyl)malonate). Isolated yield 152.8%. Reaction SMILES: [C:1]1([C:7]2[CH:12]=[CH:11][C:10]([CH2:13][C:14]([O:16][CH2:17][CH3:18])=[O:15])=[CH:9][CH:8]=2)[CH:6]=[CH:5][CH:4]=[CH:3][CH:2]=1.[Na]>C(OC(=O)OCC)C>[C:1]1([C:7]2[CH:12]=[CH:11][C:10]([CH:13]([C:14]([O:16][CH2:17][CH3:18])=[O:15])[C:14]([O:16][CH2:17][CH3:18])=[O:15])=[CH:9][CH:8]=2)[CH:2]=[CH:3][CH:4]=[CH:5][CH:6]=1 |^1:18|. Procedure details: A solution of ethyl (4′-biphenyl)acetate (7.1 g) in 60 ml of diethylcarbonate, kept under nitrogen atmosphere, is added portionwise with sodium (0.734 g), then it is heated at 120° C. for 3 hours. The solvent is evaporated off and the residue is dissolved in 65 ml of cold water and acidified with acetic acid until pH=5-6 is reached. The aqueous phase is then extracted three times with diethyl ether and the pooled organic extracts are dried over sodium sulfate and concentrated to dryness. The res... The reactants are ClCc1ccc(OCc2ccccc2)cc1, CN(C)C=O, Nc1ccc(O)cc1, O. Product: Oc1ccc(NCc2ccc(OCc3ccccc3)cc2)cc1. Reaction SMILES: [CH2:1]([c:2]1[cH:3][cH:4][cH:5][cH:6][cH:7]1)[O:8][c:9]1[cH:10][cH:11][c:12]([CH2:13][Cl:14])[cH:15][cH:16]1.[CH3:26][N:27]([CH3:28])[CH:29]=[O:30].[NH2:17][c:18]1[cH:19][cH:20][c:21]([OH:22])[cH:23][cH:24]1.[OH2:25]>>[CH2:1]([c:2]1[cH:3][cH:4][cH:5][cH:6][cH:7]1)[O:8][c:9]1[cH:10][cH:11][c:12]([CH2:13][NH:17][c:18]2[cH:19][cH:20][c:21]([OH:22])[cH:23][cH:24]2)[cH:15][cH:16]1. The reactants are solids, CN(CCO)C (dimethylethanolamine), C(CCCCCCCCCCC)C1C(=O)OC(C1)=O (dodecylsuccinic anhydride), amine, amine. The solvent is O=C1C=C(CC(C)(C)C1)C (isophorone). Reaction conditions: temperature 70 celsius. Yields the product CN(CCO)C (dimethylethanolamine), C1(\C=C/C(=O)O1)=O (maleic anhydride). Reaction SMILES: [CH3:1][N:2]([CH3:6])[CH2:3][CH2:4][OH:5].C([CH:19]1[CH2:24][C:23](=[O:25])[O:22][C:20]1=[O:21])CCCCCCCCCCC>O=C1CC(C)(C)CC(C)=C1>[CH3:1][N:2]([CH3:6])[CH2:3][CH2:4][OH:5].[C:20]1(=[O:21])[O:22][C:23](=[O:25])[CH:24]=[CH:19]1. Procedure: A reaction vessel containing 53.5 parts of Polyepoxide A (80 percent solids in isophorone) was heated to 70°C. There were added 3 parts of an amine produced by reacting dimethylethanolamine with dodecylsuccinic anhydride, and then there were added 6 parts of a second amine produced from dimethylethanolamine and maleic anhydride. During the second addition the temperature was raised to 95°C. and stirring was continued for 15 minutes at this temperature. The product when diluted with water and ele... Starting materials: NC1[C@@H]2N(C(=C(CS2)C=C)C(=O)OC(C2=CC=CC=C2)C2=CC=CC=C2)C1=O (benzhydryl 7-amino-3-vinyl-3-cephem-4-carboxylate), C[Si](C)(C)CC(=O)N (trimethylsilylacetamide), P(=O)(Cl)(Cl)Cl (phosphorus oxychloride), NC1=NC(=NC=C1)C(C(=O)O)=NOCC(=O)OC(C)(C)C (2-(4-aminopyrimidin-2-yl)-2-tert-butoxycarbonylmethoxyiminoacetic acid), C[Si](C)(C)CC(=O)N (trimethylsilylacetamide), P(=O)(Cl)(Cl)Cl (phosphorus oxychloride). Solvent: C(C)(=O)OCC (ethyl acetate), C(Cl)Cl (methylene chloride), CN(C=O)C (N,N-dimethylformamide), C(C)(=O)OCC (ethyl acetate). The product is NC1=NC(=NC=C1)C(C(=O)NC1[C@@H]2N(C(=C(CS2)C=C)C(=O)OC(C2=CC=CC=C2)C2=CC=CC=C2)C1=O)=NOCC(=O)OC(C)(C)C (benzhydryl 7-[2-(4-aminopyrimidin-2-yl)-2-tert-butoxycarbonylmethoxyiminoacetamido]-3-vinyl-3-cephem-4-carboxylate). The yield is 17.7%. RXN SMILES: [NH2:1][C:2]1[CH:7]=[CH:6][N:5]=[C:4]([C:8](=[N:12][O:13][CH2:14][C:15]([O:17][C:18]([CH3:21])([CH3:20])[CH3:19])=[O:16])[C:9]([OH:11])=O)[N:3]=1.P(Cl)(Cl)(Cl)=O.C[Si](CC(N)=O)(C)C.[NH2:35][CH:36]1[C:61](=[O:62])[N:38]2[C:39]([C:45]([O:47][CH:48]([C:55]3[CH:60]=[CH:59][CH:58]=[CH:57][CH:56]=3)[C:49]3[CH:54]=[CH:53][CH:52]=[CH:51][CH:50]=3)=[O:46])=[C:40]([CH:43]=[CH2:44])[CH2:41][S:42][C@H:37]12>C(OCC)(=O)C.C(Cl)Cl.CN(C)C=O>[NH2:1][C:2]1[CH:7]=[CH:6][N:5]=[C:4]([C:8](=[N:12][O:13][CH2:14][C:15]([O:17][C:18]([CH3:21])([CH3:20])[CH3:19])=[O:16])[C:9]([NH:35][CH:36]2[C:61](=[O:62])[N:38]3[C:39]([C:45]([O:47][CH:48]([C:49]4[CH:50]=[CH:51][CH:52]=[CH:53][CH:54]=4)[C:55]4[CH:60]=[CH:59][CH:58]=[CH:57][CH:56]=4)=[O:46])=[C:40]([CH:43]=[CH2:44])[CH2:41][S:42][C@H:37]23)=[O:11])[N:3]=1. Reported procedure: To a suspension of 2-(4-aminopyrimidin-2-yl)-2-tert-butoxycarbonylmethoxyiminoacetic acid (syn isomer) (1.3 g) in ethyl acetate (25 ml) was added phosphorus oxychloride (0.5 ml) under ice-cooling with stirring, followed by stirring at 0° to 5° C. for half an hour. After trimethylsilylacetamide (28 mg) was added thereto, the mixture was stirred at the same temperature for half an hour. To the mixture was added phosphorus oxychloride (0.5 ml) at 0° to 5° C., followed by stirring at the same temper... The reactants are II (iodine), C[Si]([N-][Si](C)(C)C)(C)C.[Li+] (lithium hexamethyldisilazide), C(C1=CC=CC=C1)NC(=O)C1=C(N=CS1)C (N-benzyl-4-methylthiazole-5-carboxamide). The solvent is O1CCCC1 (tetrahydrofuran), O1CCCC1 (tetrahydrofuran). Conditions: temperature -78 celsius, time 1 hour. Yields the product C(C1=CC=CC=C1)NC(=O)C1=C(N=C(S1)I)C (N-benzyl-2-iodo-4-methylthiazole-5-carboxamide). Isolated yield 47.1%. Reaction SMILES: C[Si](C)(C)[N-][Si](C)(C)C.[Li+].[CH2:11]([NH:18][C:19]([C:21]1[S:25][CH:24]=[N:23][C:22]=1[CH3:26])=[O:20])[C:12]1[CH:17]=[CH:16][CH:15]=[CH:14][CH:13]=1.[I:27]I>O1CCCC1>[CH2:11]([NH:18][C:19]([C:21]1[S:25][C:24]([I:27])=[N:23][C:22]=1[CH3:26])=[O:20])[C:12]1[CH:13]=[CH:14][CH:15]=[CH:16][CH:17]=1 |f:0.1|. Procedure: A solution of lithium hexamethyldisilazide (4.63 g, 27.65 mmol) in anhydrous tetrahydrofuran (25 mL) was added dropwise to a solution of N-benzyl-4-methylthiazole-5-carboxamide (2.79 g, 12.02 mmol) in anhydrous tetrahydrofuran (25 mL) at −78° C. under nitrogen atmosphere. The reaction mixture was stirred at −78° C. for 1 hour, then iodine (1.68 g, 13.22 mmol) was added in portions. The mixture was stirred at ambient temperature for 90 minutes, quenched with methanol (2 mL) and water (2 mL). The ...